From a dataset of the Open Reaction Database (ORD), a public repository of structured organic reaction records. describe an organic reaction: reactants, conditions, products, and yield Starting materials: CS[CH2+]1SC(=C2Sc3ccccc3N2C)C(=O)N1Cc1ccccc1, CC#N, Nc1ccccc1, Cc1ccc(S(=O)(=O)[O-])cc1. The product is CN1C(=C2SC(=Nc3ccccc3)N(Cc3ccccc3)C2=O)Sc2ccccc21. Reaction SMILES: [CH2:12]([c:13]1[cH:14][cH:15][cH:16][cH:17][cH:18]1)[N:19]1[CH2+:20]([S:35][CH3:36])[S:21][C:22](=[C:25]2[S:26][c:27]3[c:28]([cH:31][cH:32][cH:33][cH:34]3)[N:29]2[CH3:30])[C:23]1=[O:24].[CH3:44][C:45]#[N:46].[NH2:37][c:38]1[cH:39][cH:40][cH:41][cH:42][cH:43]1.[c:1]1([CH3:2])[cH:3][cH:4][c:5]([S:6]([O-:7])(=[O:8])=[O:9])[cH:10][cH:11]1>>[CH2:12]([c:13]1[cH:14][cH:15][cH:16][cH:17][cH:18]1)[N:19]1[C:20](=[N:37][c:38]2[cH:39][cH:40][cH:41][cH:42][cH:43]2)[S:21][C:22](=[C:25]2[S:26][c:27]3[c:28]([cH:31][cH:32][cH:33][cH:34]3)[N:29]2[CH3:30])[C:23]1=[O:24]. Reactants: ClC=1C=C(C=CC1OC)NC1=NC(=CC(=N1)Cl)C1=CC=CC=C1 ((3-chloro-4-methoxy-phenyl)-(4-chloro-6-phenyl-pyrimidin-2-yl)-amine), C(C)N1CCNCC1 (N-ethyl piperazine). Solvent: C(CCC)O (n-butanol). The product is ClC=1C=C(C=CC1OC)NC1=NC(=CC(=N1)N1CCN(CC1)CC)C1=CC=CC=C1 ((3-chloro-4-methoxy-phenyl)-[4-(4-ethyl-piperazin-1-yl)-6-phenyl-pyrimidin-2-yl]-amine). Reaction SMILES: [Cl:1][C:2]1[CH:3]=[C:4]([NH:10][C:11]2[N:16]=[C:15](Cl)[CH:14]=[C:13]([C:18]3[CH:23]=[CH:22][CH:21]=[CH:20][CH:19]=3)[N:12]=2)[CH:5]=[CH:6][C:7]=1[O:8][CH3:9].[CH2:24]([N:26]1[CH2:31][CH2:30][NH:29][CH2:28][CH2:27]1)[CH3:25]>C(O)CCC>[Cl:1][C:2]1[CH:3]=[C:4]([NH:10][C:11]2[N:16]=[C:15]([N:29]3[CH2:30][CH2:31][N:26]([CH2:24][CH3:25])[CH2:27][CH2:28]3)[CH:14]=[C:13]([C:18]3[CH:23]=[CH:22][CH:21]=[CH:20][CH:19]=3)[N:12]=2)[CH:5]=[CH:6][C:7]=1[O:8][CH3:9]. Reported procedure: The title compound was prepared by treating (3-chloro-4-methoxy-phenyl)-(4-chloro-6-phenyl-pyrimidin-2-yl)-amine (0.5 g, 1.4 mmol) with N-ethyl piperazine (0.16 g, 1.4 mmol) in n-butanol at refluxing temperature. Reactants: CCCCOCCOc1ccc(-c2ccc3c(c2)C=C(C(=O)Nc2ccc(SCc4cnc5cccc(C)n45)cc2)CCN3CC(C)C)cc1, ClCCl, [Na+], [Na+], O=C(OO)c1cccc(Cl)c1, O=S([O-])([O-])=S. Yields the product CCCCOCCOc1ccc(-c2ccc3c(c2)C=C(C(=O)Nc2ccc(S(=O)Cc4cnc5cccc(C)n45)cc2)CCN3CC(C)C)cc1. RXN SMILES: [CH2:1]([CH2:2][CH2:3][CH3:4])[O:5][CH2:6][CH2:7][O:8][c:9]1[cH:10][cH:11][c:12](-[c:15]2[cH:16][cH:17][c:18]3[c:19]([cH:50]2)[CH:20]=[C:21]([C:29](=[O:30])[NH:31][c:32]2[cH:33][cH:34][c:35]([S:38][CH2:39][c:40]4[cH:41][n:42][c:43]5[n:44]4[c:45]([CH3:49])[cH:46][cH:47][cH:48]5)[cH:36][cH:37]2)[CH2:22][CH2:23][N:24]3[CH2:25][CH:26]([CH3:27])[CH3:28])[cH:13][cH:14]1.[Cl:69][CH2:70][Cl:71].[Na+:67].[Na+:68].[OH:51][O:52][C:53]([c:54]1[cH:55][c:56]([Cl:57])[cH:58][cH:59][cH:60]1)=[O:61].[S:62]([O-:63])([O-:64])(=[O:65])=[S:66]>>[CH2:1]([CH2:2][CH2:3][CH3:4])[O:5][CH2:6][CH2:7][O:8][c:9]1[cH:10][cH:11][c:12](-[c:15]2[cH:16][cH:17][c:18]3[c:19]([cH:50]2)[CH:20]=[C:21]([C:29](=[O:30])[NH:31][c:32]2[cH:33][cH:34][c:35]([S:38]([CH2:39][c:40]4[cH:41][n:42][c:43]5[n:44]4[c:45]([CH3:49])[cH:46][cH:47][cH:48]5)=[O:51])[cH:36][cH:37]2)[CH2:22][CH2:23][N:24]3[CH2:25][CH:26]([CH3:27])[CH3:28])[cH:13][cH:14]1. The reactants are CCOC(C)=O, CCCC[N+](CCCC)(CCCC)CCCC, CCCCCC, [F-], CC(C)[Si](OC1CCC(c2cccc(F)c2F)C(O)c2cccnc21)(C(C)C)C(C)C, C1CCOC1. The product is OC1CCC(c2cccc(F)c2F)C(O)c2cccnc21. As a reaction SMILES: [C:56]([O:57][CH2:58][CH3:59])(=[O:60])[CH3:61].[CH2:33]([N+:34]([CH2:35][CH2:36][CH2:37][CH3:38])([CH2:39][CH2:40][CH2:41][CH3:42])[CH2:43][CH2:44][CH2:45][CH3:46])[CH2:47][CH2:48][CH3:49].[CH3:50][CH2:51][CH2:52][CH2:53][CH2:54][CH3:55].[F-:32].[F:1][c:2]1[c:3]([CH:9]2[CH:10]([OH:31])[c:11]3[c:12]([n:13][cH:14][cH:15][cH:16]3)[CH:17]([O:20][Si:21]([CH:22]([CH3:23])[CH3:24])([CH:25]([CH3:26])[CH3:27])[CH:28]([CH3:29])[CH3:30])[CH2:18][CH2:19]2)[cH:4][cH:5][cH:6][c:7]1[F:8].[O:62]1[CH2:63][CH2:64][CH2:65][CH2:66]1>>[F:1][c:2]1[c:3]([CH:9]2[CH:10]([OH:31])[c:11]3[c:12]([n:13][cH:14][cH:15][cH:16]3)[CH:17]([OH:20])[CH2:18][CH2:19]2)[cH:4][cH:5][cH:6][c:7]1[F:8].